Dataset: the Open Reaction Database (ORD), a public repository of structured organic reaction records. Task: describe an organic reaction: reactants, conditions, products, and yield Reactants: CCOC(C)=O, CCCCCC, CC(C)N1CCNCC1, ClCCl, O=C(Cl)C1CC1c1ccccc1. Product: CC(C)N1CCN(C(=O)C2CC2c2ccccc2)CC1. RXN SMILES: [CH3:25][CH2:26][O:27][C:28]([CH3:29])=[O:30].[CH3:31][CH2:32][CH2:33][CH2:34][CH2:35][CH3:36].[CH:16]([CH3:17])([CH3:18])[N:19]1[CH2:20][CH2:21][NH:22][CH2:23][CH2:24]1.[Cl:1][CH2:2][Cl:3].[c:4]1([CH:10]2[CH:11]([C:13](=[O:14])[Cl:15])[CH2:12]2)[cH:5][cH:6][cH:7][cH:8][cH:9]1>>[c:4]1([CH:10]2[CH:11]([C:13](=[O:14])[N:22]3[CH2:21][CH2:20][N:19]([CH:16]([CH3:17])[CH3:18])[CH2:24][CH2:23]3)[CH2:12]2)[cH:5][cH:6][cH:7][cH:8][cH:9]1. The reactants are O=C(Cl)c1ccccc1, ClCCl, [H-], O=C(O)C(=C1NCCCS1)[N+](=O)[O-], [Na+], C1CCOC1, O. The product is O=C(O)C(=C1SCCCN1C(=O)c1ccccc1)[N+](=O)[O-]. RXN SMILES: [C:14]([c:15]1[cH:16][cH:17][cH:18][cH:19][cH:20]1)(=[O:21])[Cl:22].[CH2:31]([Cl:32])[Cl:33].[H-:24].[N+:1](=[O:2])([O-:3])[C:4]([C:5](=[O:6])[OH:7])=[C:8]1[S:9][CH2:10][CH2:11][CH2:12][NH:13]1.[Na+:25].[O:26]1[CH2:27][CH2:28][CH2:29][CH2:30]1.[OH2:23]>>[N+:1](=[O:2])([O-:3])[C:4]([C:5](=[O:6])[OH:7])=[C:8]1[S:9][CH2:10][CH2:11][CH2:12][N:13]1[C:14]([c:15]1[cH:16][cH:17][cH:18][cH:19][cH:20]1)=[O:21].